The task is: describe an organic reaction: reactants, conditions, products, and yield. This data is from the Open Reaction Database (ORD), a public repository of structured organic reaction records. Starting materials: ClCCl, CSCC1COC(c2nsc3ccc(-n4c(=O)cc(C(F)(F)F)n(C)c4=O)cc23)O1, O=C(OO)c1cccc(Cl)c1. As a reaction SMILES: [CH2:42]([Cl:43])[Cl:44].[CH3:1][n:2]1[c:3](=[O:4])[n:5](-[c:14]2[cH:15][cH:16][c:17]3[c:18]([c:19]([CH:22]4[O:23][CH2:24][CH:25]([CH2:27][S:28][CH3:29])[O:26]4)[n:20][s:21]3)[cH:30]2)[c:6](=[O:7])[cH:8][c:9]1[C:10]([F:11])([F:12])[F:13].[Cl:31][c:32]1[cH:33][cH:34][cH:35][c:36]([C:37]([O:38][OH:40])=[O:39])[cH:41]1>>[CH3:1][n:2]1[c:3](=[O:4])[n:5](-[c:14]2[cH:15][cH:16][c:17]3[c:18]([c:19]([CH:22]4[O:23][CH2:24][CH:25]([CH2:27][S:28]([CH3:29])=[O:39])[O:26]4)[n:20][s:21]3)[cH:30]2)[c:6](=[O:7])[cH:8][c:9]1[C:10]([F:11])([F:12])[F:13]. Yields the product Cn1c(C(F)(F)F)cc(=O)n(-c2ccc3snc(C4OCC(CS(C)=O)O4)c3c2)c1=O.